Dataset: the Open Reaction Database (ORD), a public repository of structured organic reaction records. Task: describe an organic reaction: reactants, conditions, products, and yield Starting materials: Brc1ccc(-c2cn(CCN3CCCCC3)nc2OCc2ccccc2)cc1, CCO, CC(C)=O, Cl. The product is Oc1nn(CCN2CCCCC2)cc1-c1ccc(Br)cc1. As a reaction SMILES: [CH2:1]([c:2]1[cH:3][cH:4][cH:5][cH:6][cH:7]1)[O:8][c:9]1[n:10][n:11]([CH2:21][CH2:22][N:23]2[CH2:24][CH2:25][CH2:26][CH2:27][CH2:28]2)[cH:12][c:13]1-[c:14]1[cH:15][cH:16][c:17]([Br:20])[cH:18][cH:19]1.[CH3:30][CH2:31][OH:32].[CH3:33][C:34](=[O:35])[CH3:36].[ClH:29]>>[OH:8][c:9]1[n:10][n:11]([CH2:21][CH2:22][N:23]2[CH2:24][CH2:25][CH2:26][CH2:27][CH2:28]2)[cH:12][c:13]1-[c:14]1[cH:15][cH:16][c:17]([Br:20])[cH:18][cH:19]1. The reactants are C(C)(C)(C)OC(=O)C1=C(CS[C@H]2N1C(C2NC(CCC(=O)O)=S)=O)CC=2C=NC=CC2 (4-t-Butoxycarbonyl-7-carboxymethylthioacetamido-3-(3-pyridylmethyl)ceph-3-em), FC(C(=O)O)(F)F (trifluoroacetic acid), FC(C(=O)O)(F)F (trifluoroacetic acid). Conditions: time 15 minute. The product is FC(C(=O)O)(F)F.C(=O)(O)C1=C(CS[C@H]2N1C(C2NC(CCC(=O)O)=S)=O)CC=2C=NC=CC2 (4-Carboxy-7-carboxymethylthioacetamido-3-(3-pyridylmethyl)ceph-3-em trifluoroacetic acid salt). Reaction SMILES: C([O:5][C:6]([C:8]1[N:13]2[C:14](=[O:24])[CH:15]([NH:16][C:17](=[S:23])[CH2:18][CH2:19][C:20]([OH:22])=[O:21])[C@H:12]2[S:11][CH2:10][C:9]=1[CH2:25][C:26]1[CH:27]=[N:28][CH:29]=[CH:30][CH:31]=1)=[O:7])(C)(C)C.[F:32][C:33]([F:38])([F:37])[C:34]([OH:36])=[O:35]>>[F:32][C:33]([F:38])([F:37])[C:34]([OH:36])=[O:35].[C:6]([C:8]1[N:13]2[C:14](=[O:24])[CH:15]([NH:16][C:17](=[S:23])[CH2:18][CH2:19][C:20]([OH:22])=[O:21])[C@H:12]2[S:11][CH2:10][C:9]=1[CH2:25][C:26]1[CH:27]=[N:28][CH:29]=[CH:30][CH:31]=1)([OH:7])=[O:5] |f:2.3|. Reported procedure: 4-t-Butoxycarbonyl-7-carboxymethylthioacetamido-3-(3-pyridylmethyl)ceph-3-em (XLIV) (250 mg.) was dissolved in trifluoroacetic acid (3 ml.) and allowed to stand at room temperature for 15 mins. The trifluoroacetic acid was stripped off under reduced pressure and the last traces removed by additions of dry toluene and reevaporation. The residue was taken up in acetone (1 ml.) and the small amount of insoluble material discarded. The title compound (XLV) ws precipitated by careful addition of the ... Starting materials: ClCCC=1C(OC2=C(C1C)C(=CC(=C2)OC)OC)=O (3-(2-chloroethyl)-5,7-dimethoxy-4-methyl-2H-1-benzopyran-2-one), OC1=C(C=CC=C1)N1CCNCC1 (1-(2-hydroxyphenyl)piperazine). Solvent: C(C)O.CC(C)(C)OC (ethanol TBME). The product is OC1=C(C=CC=C1)N1CCN(CC1)CCC=1C(OC2=C(C1C)C(=CC(=C2)OC)OC)=O (3-{2-[4-(2-hydroxyphenyl)-1-piperazinyl]-ethyl}-5,7-dimethoxy-4-methyl-2H-1-benzopyran-2-one). Yield: 22.0%. Reaction SMILES: Cl[CH2:2][CH2:3][C:4]1[C:5](=[O:19])[O:6][C:7]2[CH:14]=[C:13]([O:15][CH3:16])[CH:12]=[C:11]([O:17][CH3:18])[C:8]=2[C:9]=1[CH3:10].[OH:20][C:21]1[CH:26]=[CH:25][CH:24]=[CH:23][C:22]=1[N:27]1[CH2:32][CH2:31][NH:30][CH2:29][CH2:28]1>C(O)C.CC(OC)(C)C>[OH:20][C:21]1[CH:26]=[CH:25][CH:24]=[CH:23][C:22]=1[N:27]1[CH2:32][CH2:31][N:30]([CH2:2][CH2:3][C:4]2[C:5](=[O:19])[O:6][C:7]3[CH:14]=[C:13]([O:15][CH3:16])[CH:12]=[C:11]([O:17][CH3:18])[C:8]=3[C:9]=2[CH3:10])[CH2:29][CH2:28]1 |f:2.3|. Procedure details: Process B; starting materials: 3-(2-chloroethyl)-5,7-dimethoxy-4-methyl-2H-1-benzopyran-2-one (Example 39) and 1-(2-hydroxyphenyl)piperazine; yield 22%; m.p. 164°-165° C. (from ethanol/TBME). The reactants are N(=[N+]=[N-])C[C@@H]1OC2=C(C=C(C=C2CC1)F)C1=C(C=CC=C1)Cl ((R)-2-azidomethyl-8-(2-chloro-phenyl)-6-fluoro-chroman), C1(=CC=CC=C1)P(C1=CC=CC=C1)C1=CC=CC=C1 (triphenylphosphine), CO (methanol). Solvent: O1CCCC1 (tetrahydrofuran), O (water), C(Cl)Cl (methylene chloride), [NH4+].[OH-] (NH4OH). Reaction conditions: time 24 hour. Yields the product ClC1=C(C=CC=C1)C=1C=C(C=C2C=C[C@@H](OC12)CN)F ({[(R)-8-(2-chlorophenyl)-6-fluoro-2H-chromen-2-yl]methyl}amine). Reaction SMILES: [N:1]([CH2:4][C@H:5]1[CH2:14][CH2:13][C:12]2[C:7](=[C:8]([C:16]3[CH:21]=[CH:20][CH:19]=[CH:18][C:17]=3[Cl:22])[CH:9]=[C:10]([F:15])[CH:11]=2)[O:6]1)=[N+]=[N-].C1(P(C2C=CC=CC=2)C2C=CC=CC=2)C=CC=CC=1.CO>O1CCCC1.O.C(Cl)Cl.[NH4+].[OH-]>[Cl:22][C:17]1[CH:18]=[CH:19][CH:20]=[CH:21][C:16]=1[C:8]1[CH:9]=[C:10]([F:15])[CH:11]=[C:12]2[C:7]=1[O:6][C@@H:5]([CH2:4][NH2:1])[CH:14]=[CH:13]2 |f:6.7|. Procedure: To a solution of (R)-2-azidomethyl-8-(2-chloro-phenyl)-6-fluoro-chroman (210 mg, 0.67 mmol) in tetrahydrofuran (10 mL) and water (0.5 mL) was added triphenylphosphine (0.26 g, 10 mmol) and the reaction mixture stirred at room temperature for 24 hours. The solvent was removed under vacuum to form a colorless oil. Chromatography with 0–5% methanol in methylene chloride plus 1% NH4OH afforded {[(R)-8-(2-chlorophenyl)-6-fluoro-2H-chromen-2-yl]methyl}amine as a colorless oil. The colorless oil was di... Starting materials: [N+](=O)([O-])C1=CC=C(C(=O)NCCC2=C(C=CC=C2)CO)C=C1 (1-(4-Nitrobenzoyl)amino-2-(2-hydroxymethylphenyl)ethane), P(Cl)(Cl)(Cl)(Cl)Cl (phosphorus pentachloride). Run in C(Cl)(Cl)Cl (chloroform). The product is [N+](=O)([O-])C1=CC=C(C(=O)NCCC2=C(C=CC=C2)CCl)C=C1 (1-(4-nitrobenzoyl)amino-2-(2-chloromethylphenyl)ethane). The yield is 96.7%. As a reaction SMILES: [N+:1]([C:4]1[CH:22]=[CH:21][C:7]([C:8]([NH:10][CH2:11][CH2:12][C:13]2[CH:18]=[CH:17][CH:16]=[CH:15][C:14]=2[CH2:19]O)=[O:9])=[CH:6][CH:5]=1)([O-:3])=[O:2].P(Cl)(Cl)(Cl)(Cl)[Cl:24]>C(Cl)(Cl)Cl>[N+:1]([C:4]1[CH:22]=[CH:21][C:7]([C:8]([NH:10][CH2:11][CH2:12][C:13]2[CH:18]=[CH:17][CH:16]=[CH:15][C:14]=2[CH2:19][Cl:24])=[O:9])=[CH:6][CH:5]=1)([O-:3])=[O:2]. Procedure: 1-(4-Nitrobenzoyl)amino-2-(2-hydroxymethylphenyl)ethane (15.3 g) was dissolved in 200 ml of chloroform, and with stirring under ice cooling, 15.9 g of phosphorus pentachloride was added gradually. The mixture was stirred at room temperature for 8 hours, and then the solvent was distilled off. The residue was dissolved in benzene, washed in water, and dried, followed by distilling off the solvent. The residue was recrystallized from benzene-n-hexane to afford 15.7 g of 1-(4-nitrobenzoyl)amino-2-(... Starting materials: C(#N)C1=C(C=C2NC(C(N(C2=C1)O)=O)=O)C(F)(F)F (7-cyano-1-hydroxy-6-trifluoromethylquinoxaline-2,3(1H,4H)-dione), C(C1=CC=CC=C1)Br (benzylbromide). Run in C(C)O (ethanol), P(=O)(O)(O)[O-].[K+] (potassium dihydrogen phosphate). Conditions: time 2 hour. The product is C(C1=CC=CC=C1)ON1C(C(NC2=CC(=C(C=C12)C#N)C(F)(F)F)=O)=O (1-Benzyloxy-7-cyano-6-trifluoromethylquinoxaline-2,3(1H,4H)-dione). Isolated yield 74.3%. Reaction SMILES: [C:1]([C:3]1[CH:12]=[C:11]2[C:6]([NH:7][C:8](=[O:15])[C:9](=[O:14])[N:10]2[OH:13])=[CH:5][C:4]=1[C:16]([F:19])([F:18])[F:17])#[N:2].[CH2:20](Br)[C:21]1[CH:26]=[CH:25][CH:24]=[CH:23][CH:22]=1>C(O)C.P([O-])(O)(O)=O.[K+]>[CH2:20]([O:13][N:10]1[C:11]2[C:6](=[CH:5][C:4]([C:16]([F:19])([F:17])[F:18])=[C:3]([C:1]#[N:2])[CH:12]=2)[NH:7][C:8](=[O:15])[C:9]1=[O:14])[C:21]1[CH:26]=[CH:25][CH:24]=[CH:23][CH:22]=1 |f:3.4|. Procedure: To a solution of 10.0 g (~36.9 mmol) of 7-cyano-1-hydroxy-6-trifluoromethylquinoxaline-2,3(1H,4H)-dione in a mixture of 700 ml of ethanol and 175 ml of 1M potassium dihydrogen phosphate buffer pH 7.4 was added 14 g (~81 mmol) of benzylbromide. Stirring was continued for 2 h at 25° C. The precipitate was filtered off and washed with ice-cold ethanol to give the title compound (9.9 g; 75%).